Dataset: the Open Reaction Database (ORD), a public repository of structured organic reaction records. Task: describe an organic reaction: reactants, conditions, products, and yield Starting materials: CN(C1=NN2C(C=C(C=C2)N)=N1)C (N2,N2-dimethyl-[1,2,4]triazolo[1,5-a]pyridine-2,7-diamine), C(C)OC(=O)C=1C=NN(C1C(=O)O)C (4-(ethoxycarbonyl)-1-methyl-1H-pyrazole-5-carboxylic acid), CCCP(=O)=O (propylphosphonic anhydride), C(C)(C)N(CC)C(C)C (diisopropylethylamine). The solvent is O1CCCC1 (tetrahydrofurane). Product: CN(C1=NN2C(C=C(C=C2)NC(=O)C2=C(C=NN2C)C(=O)OCC)=N1)C (ethyl 5-(2-(dimethylamino)-[1,2,4]triazolo[1,5-a]pyridin-7-ylcarbamoyl)-1-methyl-1H-pyrazole-4-carboxylate). Yield: 89.3%. RXN SMILES: [CH3:1][N:2]([CH3:13])[C:3]1[N:12]=[C:6]2[CH:7]=[C:8]([NH2:11])[CH:9]=[CH:10][N:5]2[N:4]=1.[CH2:14]([O:16][C:17]([C:19]1[CH:20]=[N:21][N:22]([CH3:27])[C:23]=1[C:24](O)=[O:25])=[O:18])[CH3:15].CCCP(=O)=O.C(N(C(C)C)CC)(C)C>O1CCCC1>[CH3:1][N:2]([CH3:13])[C:3]1[N:12]=[C:6]2[CH:7]=[C:8]([NH:11][C:24]([C:23]3[N:22]([CH3:27])[N:21]=[CH:20][C:19]=3[C:17]([O:16][CH2:14][CH3:15])=[O:18])=[O:25])[CH:9]=[CH:10][N:5]2[N:4]=1. Procedure: A mixture of N2,N2-dimethyl-[1,2,4]triazolo[1,5-a]pyridine-2,7-diamine (700 mg, 3.95 mmol), 4-(ethoxycarbonyl)-1-methyl-1H-pyrazole-5-carboxylic acid (812 mg, 4.1 mmol), propylphosphonic anhydride (50% in ethyl acetate, 5.82 ml, 9.88 mmol) and diisopropylethylamine (2.07 ml, 11.9 mmol) in tetrahydrofurane (40 ml) is refluxed for 18 hours under nitrogen atmosphere. The solvent is evaporated and the residue triturated with sat. aqueous sodium hydrogencarbonate solution. The solid is collected by f... The reactants are O (water), C([O-])([O-])=O.[K+].[K+] (potassium carbonate), C(C)I (ethyl iodide), BrC1=C(C=C(C(=O)OC)C=C1O)O (Methyl 4-bromo-3,5-dihydroxybenzoate), CN(C)C=O (DMF). Conditions: time 8 hour. The product is BrC1=C(C=C(C(=O)OC)C=C1OCC)OCC (Methyl 4-bromo-3,5-diethoxybenzoate). RXN SMILES: [Br:1][C:2]1[C:11](O)=[CH:10][C:5]([C:6]([O:8][CH3:9])=[O:7])=[CH:4][C:3]=1[OH:13].[C:14](=O)([O-])[O-].[K+].[K+].[CH2:20](I)[CH3:21].O.CN([CH:27]=[O:28])C>>[Br:1][C:2]1[C:3]([O:13][CH2:20][CH3:21])=[CH:4][C:5]([C:6]([O:8][CH3:9])=[O:7])=[CH:10][C:11]=1[O:28][CH2:27][CH3:14] |f:1.2.3|. Procedure: Methyl 4-bromo-3,5-dihydroxybenzoate (10 g) was dissolved in DMF (80 mL), and potassium carbonate (13.2 g) and ethyl iodide (7.6 mL) were added to it, and stirred overnight at room temperature. The reaction liquid was poured into water with cooling with ice, extracted with ethyl acetate, the organic layer was washed with water and saturated saline water, and dried with sodium sulfate. Sodium sulfate was removed through filtration, the filtrate was concentrated under reduced pressure, and the res...